The task is: describe an organic reaction: reactants, conditions, products, and yield. This data is from the Open Reaction Database (ORD), a public repository of structured organic reaction records. Starting materials: CC(=O)O, [BH3-]C#N, CO, CCOC(C)=O, NC1Cc2ccccc2C1Nc1nc(C2CC2)c(-c2ccc(Cl)cc2Cl)nc1C1CC1, CC=O, [Na+]. Product: CCNC1Cc2ccccc2C1Nc1nc(C2CC2)c(-c2ccc(Cl)cc2Cl)nc1C1CC1. Reaction SMILES: [C:35]([OH:36])(=[O:37])[CH3:38].[C:39]([BH3-:40])#[N:41].[CH3:43][OH:44].[CH3:45][CH2:46][O:47][C:48]([CH3:49])=[O:50].[CH:1]1([c:4]2[c:5]([NH:21][CH:22]3[CH:23]([NH2:31])[CH2:24][c:25]4[cH:26][cH:27][cH:28][cH:29][c:30]43)[n:6][c:7]([CH:18]3[CH2:19][CH2:20]3)[c:8](-[c:10]3[c:11]([Cl:17])[cH:12][c:13]([Cl:16])[cH:14][cH:15]3)[n:9]2)[CH2:2][CH2:3]1.[CH:32]([CH3:33])=[O:34].[Na+:42]>>[CH:1]1([c:4]2[c:5]([NH:21][CH:22]3[CH:23]([NH:31][CH2:32][CH3:33])[CH2:24][c:25]4[cH:26][cH:27][cH:28][cH:29][c:30]43)[n:6][c:7]([CH:18]3[CH2:19][CH2:20]3)[c:8](-[c:10]3[c:11]([Cl:17])[cH:12][c:13]([Cl:16])[cH:14][cH:15]3)[n:9]2)[CH2:2][CH2:3]1. The reactants are [Cl-].[Na+] (sodium chloride), C(C1=CC=CC=C1)(C1=CC=CC=C1)OCCN1CCNCC1 (N-(2- benzhydroxyethyl)piperazine), COCCOCOC=1C=C(C=CC1OCOCCOC)C=CC=CC(=O)N1C(SCC1)=S (N-[5-[3,4-bis(βmethoxyethoxymethoxy)phenyl]-2,4-pentadienoyl]thiazolidine-2-thione), C(Cl)(Cl)Cl.CO (chloroform methanol), C([O-])([O-])=O.[Na+].[Na+] (sodium carbonate), amide, O.C1(=CC=C(C=C1)S(=O)(=O)O)C (p-toluenesulfonic acid monohydrate). Run in CN(C=O)C (dimethylformamide), COCCOCOC=1C=C(C=CC1OCOCCOC)C=CC=CC(=O)N1CCN(CC1)CCOC(C1=CC=CC=C1)C1=CC=CC=C1 (N-[5-[3,4-bis(β-methoxyethoxymethoxy)phenyl]-2,4-pentadienoyl]-N'-(2-benzhydroxyethyl)piperazine), CO (methanol). Yields the product OC=1C=C(C=CC1O)C=CC=CC(=O)N1CCN(CC1)CCOC(C1=CC=CC=C1)C1=CC=CC=C1 (N-[5-(3,4-dihydroxyphenyl)-2,4-pentadienoyl]--N'-(2-benzhydroxyethyl)piperazine). Yield: 38.9%. As a reaction SMILES: [CH:1]([O:14][CH2:15][CH2:16][N:17]1[CH2:22][CH2:21][NH:20][CH2:19][CH2:18]1)([C:8]1[CH:13]=[CH:12][CH:11]=[CH:10][CH:9]=1)[C:2]1[CH:7]=[CH:6][CH:5]=[CH:4][CH:3]=1.COCCOC[O:29][C:30]1[CH:31]=[C:32]([CH:43]=[CH:44][CH:45]=[CH:46][C:47](N2CCSC2=S)=[O:48])[CH:33]=[CH:34][C:35]=1[O:36]COCCOC.C(Cl)(Cl)Cl.CO.O.C1(C)C=CC(S(O)(=O)=O)=CC=1.[Cl-].[Na+].C(=O)([O-])[O-].[Na+].[Na+]>CN(C)C=O.COCCOCOC1C=C(C=CC=CC(N2CCN(CCOC(C3C=CC=CC=3)C3C=CC=CC=3)CC2)=O)C=CC=1OCOCCOC.CO>[OH:29][C:30]1[CH:31]=[C:32]([CH:43]=[CH:44][CH:45]=[CH:46][C:47]([N:20]2[CH2:19][CH2:18][N:17]([CH2:16][CH2:15][O:14][CH:1]([C:2]3[CH:3]=[CH:4][CH:5]=[CH:6][CH:7]=3)[C:8]3[CH:13]=[CH:12][CH:11]=[CH:10][CH:9]=3)[CH2:22][CH2:21]2)=[O:48])[CH:33]=[CH:34][C:35]=1[OH:36] |f:2.3,4.5,6.7,8.9.10|. Procedure details: To a solution of 690 mg (2.33 mmol) of N-(2- benzhydroxyethyl)piperazine in dry dimethylformamide (2 ml) was added 1.75 g (3.26 mmol) of N-[5-[3,4-bis(βmethoxyethoxymethoxy)phenyl]-2,4-pentadienoyl]thiazolidine-2-thione, and the mixture was reacted at room temperature 18 hours under argon atmosphere. The reaction mixture was concentrated by evaporation under reduced pressure and the residue was subjected to silica gel column chromatography. There was obtained from fractions eluted with chlorofor... Reactants: S(=O)(Cl)Cl (thionyl chloride), CO (methanol), C(C1=CC=CC=C1)OC1=NC(=NC(=C1)C1=CC(=CC=C1)C(F)(F)F)C#N (4-benzyloxy-6-(3-trifluoromethyl-phenyl)-pyrimidine-2-carbonitrile). Run at time 30 minute. Yields the product COC(=O)C1=NC(=CC(=N1)O)C1=CC(=CC=C1)C(F)(F)F (4-Hydroxy-6-(3-trifluoromethylphenyl)-pyrimidine-2-carboxylic acid methyl ester). As a reaction SMILES: S(Cl)(Cl)=[O:2].C([O:12][C:13]1[CH:18]=[C:17]([C:19]2[CH:24]=[CH:23][CH:22]=[C:21]([C:25]([F:28])([F:27])[F:26])[CH:20]=2)[N:16]=[C:15]([C:29]#N)[N:14]=1)C1C=CC=CC=1.[CH3:31][OH:32]>>[CH3:31][O:32][C:29]([C:15]1[N:14]=[C:13]([OH:12])[CH:18]=[C:17]([C:19]2[CH:24]=[CH:23][CH:22]=[C:21]([C:25]([F:28])([F:27])[F:26])[CH:20]=2)[N:16]=1)=[O:2]. Procedure details: To methanol (10 ml) at 0° C. was added thionyl chloride (500 ul). The mixture was stirred for 30 minutes then 4-benzyloxy-6-(3-trifluoromethyl-phenyl)-pyrimidine-2-carbonitrile (300 mg) was added and the reaction was heated to reflux for five hours. Solvent was evaporated under reduced pressure to yield crude product. Purification of the resulting residue by flash chromatography on silica afforded product 4-hydroxy-6-(3-trifluoromethylphenyl)-pyrimidine-2-carboxylic acid methyl ester (104 mg).